The task is: describe an organic reaction: reactants, conditions, products, and yield. This data is from the Open Reaction Database (ORD), a public repository of structured organic reaction records. The reactants are COC(C1=CC(=C(C=C1)NC(=O)[C@H]1[C@@H]([C@@]2([C@@H](N1)CC(C)(C)C)C(NC1=CC(=CC=C12)Cl)=O)C1=CC(=CC=C1)Cl)OC)=O (rac-4-{[(2′S,3′R,4′R,5′R)-6-chloro-4′-(3-chloro-phenyl)-2′-(2,2-dimethyl-propyl)-2-oxo-1,2-dihydro-spiro[indole-3,3′-pyrrolidine]-5′-carbonyl]-amino}-3-methoxy-benzoic acid methyl ester), [OH-].[Na+] (NaOH). Solvent: CO (methanol). Reaction conditions: time 8 hour. Product: ClC1=CC=C2C(=C1)NC([C@@]21[C@@H](N[C@H]([C@@H]1C1=CC(=CC=C1)Cl)C(=O)NC1=C(C=C(C(=O)O)C=C1)OC)CC(C)(C)C)=O (rac-4-{[(2′S,3′R,4′R,5′R)-6-chloro-4′-(3-chloro-phenyl)-2′-(2,2-dimethyl-propyl)-2-oxo-1,2-dihydro-spiro[indole-3,3′-pyrrolidine]-5′-carbonyl]amino}-3-methoxy-benzoic acid). The yield is 21.0%. Reaction SMILES: C[O:2][C:3](=[O:42])[C:4]1[CH:9]=[CH:8][C:7]([NH:10][C:11]([C@@H:13]2[NH:17][C@@H:16]([CH2:18][C:19]([CH3:22])([CH3:21])[CH3:20])[C@:15]3([C:30]4[C:25](=[CH:26][C:27]([Cl:31])=[CH:28][CH:29]=4)[NH:24][C:23]3=[O:32])[C@H:14]2[C:33]2[CH:38]=[CH:37][CH:36]=[C:35]([Cl:39])[CH:34]=2)=[O:12])=[C:6]([O:40][CH3:41])[CH:5]=1.[OH-].[Na+]>CO>[Cl:31][C:27]1[CH:26]=[C:25]2[NH:24][C:23](=[O:32])[C@:15]3([C@@H:14]([C:33]4[CH:38]=[CH:37][CH:36]=[C:35]([Cl:39])[CH:34]=4)[C@H:13]([C:11]([NH:10][C:7]4[CH:8]=[CH:9][C:4]([C:3]([OH:42])=[O:2])=[CH:5][C:6]=4[O:40][CH3:41])=[O:12])[NH:17][C@H:16]3[CH2:18][C:19]([CH3:21])([CH3:20])[CH3:22])[C:30]2=[CH:29][CH:28]=1 |f:1.2|. Procedure: To a stirred solution of rac-4-{[(2′S,3′R,4′R,5′R)-6-chloro-4′-(3-chloro-phenyl)-2′-(2,2-dimethyl-propyl)-2-oxo-1,2-dihydro-spiro[indole-3,3′-pyrrolidine]-5′-carbonyl]-amino}-3-methoxy-benzoic acid methyl ester (100 mg, 0.16 mmol) in methanol (10 mL) was added an aqueous solution (2 mL) of NaOH (33 mg, 0.82 mmol). The reaction mixture was stirred at room temperature overnight. The “pH” of the mixture was adjusted to 4.5, and the solvent was reduced to about 3 ml. The mixture was filtered, and th... The reactants are aqueous solution, CNC (dimethylamine), BrCCOC1=CC=C(C=C1)\C(=C(\C(F)(F)F)/C1=CC=CC=C1)\C1=CC=CC=C1 ((E)-1-[4-(2-bromoethoxy)-phenyl]-1,2-diphenyl-3,3,3-trifluoro-propene). Run in C(C)O (ethanol). Conditions: time 3.5 day. Product: CN(CCOC1=CC=C(C=C1)\C(=C(\C(F)(F)F)/C1=CC=CC=C1)\C1=CC=CC=C1)C ((E)-1-[4-(2-dimethylaminoethoxy)-phenyl]-1,2-diphenyl-3,3,3-trifluoro-propene). The yield is 86.2%. RXN SMILES: [CH3:1][NH:2][CH3:3].Br[CH2:5][CH2:6][O:7][C:8]1[CH:13]=[CH:12][C:11](/[C:14](/[C:26]2[CH:31]=[CH:30][CH:29]=[CH:28][CH:27]=2)=[C:15](\[C:20]2[CH:25]=[CH:24][CH:23]=[CH:22][CH:21]=2)/[C:16]([F:19])([F:18])[F:17])=[CH:10][CH:9]=1>C(O)C>[CH3:1][N:2]([CH3:3])[CH2:5][CH2:6][O:7][C:8]1[CH:13]=[CH:12][C:11](/[C:14](/[C:26]2[CH:31]=[CH:30][CH:29]=[CH:28][CH:27]=2)=[C:15](\[C:20]2[CH:25]=[CH:24][CH:23]=[CH:22][CH:21]=2)/[C:16]([F:19])([F:18])[F:17])=[CH:10][CH:9]=1. Procedure: 10 ml of a 40% aqueous solution of dimethylamine are added to a solution of 5.37 g (12 mmoles) of (E)-1-[4-(2-bromoethoxy)-phenyl]-1,2-diphenyl-3,3,3-trifluoro-propene, prepared as described in Example 7, in 10 ml of ethanol. The mixture is allowed to stand for 3-4 days, then evaporated, the residue is diluted with 50 ml of benzene, the resulting solution is washed with water until neutral, dried and evaporated. The residue is crystallized from hexane. 4.26 g (86.2%) of (E)-1-[4-(2-dimethylamino... Procedure details: To a round-bottomed flask equipped with a stirring bar, 114c THF (1.25 mL), i-PrOH (1.25 mL), H2O (1.25 mL), LiOH H2O (135 mg) were added. The resulting mixture was stirred at RT for 1 hr. Removed all the solvent in vacuo and silica gel column chromatography (MeOH:DCM=10:90) gave 38.6 mg 2-(3-(6-(1-cyclopropyl-1H-pyrazol-4-ylamino)-4-methyl-5-oxo-4,5-dihydropyrazin-2-yl)-2-(hydroxymethyl)-phenyl)-3,4,6,7,8,9-hexahydro-pyrazino[1,2-a]indol-1(2H)-one 114 as a yellow solid. MS (ESI+) m/z 526.3 (M+H... Reaction conditions: time 1 hour. Reactants: C(C)(=O)OCC1=C(C=CC=C1N1C(C=2N(C=3CCCCC3C2)CC1)=O)C=1N=C(C(N(C1)C)=O)NC=1C=NN(C1)C1CC1 (2-(6-(1-Cyclopropyl-1H-pyrazol-4-ylamino)-4-methyl-5-oxo-4,5-dihydropyrazin-2-yl)-6-(1-oxo-3,4,6,7,8,9-hexahydropyrazino[1,2-a]indol-2(1H)-yl)benzyl Acetate), C1CCOC1 (THF), CC(C)O (i-PrOH), O[Li].O (LiOH H2O). RXN SMILES: C([O:4][CH2:5][C:6]1[C:11]([N:12]2[CH2:24][CH2:23][N:15]3[C:16]4[CH2:17][CH2:18][CH2:19][CH2:20][C:21]=4[CH:22]=[C:14]3[C:13]2=[O:25])=[CH:10][CH:9]=[CH:8][C:7]=1[C:26]1[N:27]=[C:28]([NH:34][C:35]2[CH:36]=[N:37][N:38]([CH:40]3[CH2:42][CH2:41]3)[CH:39]=2)[C:29](=[O:33])[N:30]([CH3:32])[CH:31]=1)(=O)C.C1COCC1.CC(O)C.O[Li].O>O>[CH:40]1([N:38]2[CH:39]=[C:35]([NH:34][C:28]3[C:29](=[O:33])[N:30]([CH3:32])[CH:31]=[C:26]([C:7]4[C:6]([CH2:5][OH:4])=[C:11]([N:12]5[CH2:24][CH2:23][N:15]6[C:16]7[CH2:17][CH2:18][CH2:19][CH2:20][C:21]=7[CH:22]=[C:14]6[C:13]5=[O:25])[CH:10]=[CH:9][CH:8]=4)[N:27]=3)[CH:36]=[N:37]2)[CH2:42][CH2:41]1 |f:3.4|. The product is C1(CC1)N1N=CC(=C1)NC=1C(N(C=C(N1)C=1C(=C(C=CC1)N1C(C=2N(C=3CCCCC3C2)CC1)=O)CO)C)=O (2-(3-(6-(1-cyclopropyl-1H-pyrazol-4-ylamino)-4-methyl-5-oxo-4,5-dihydropyrazin-2-yl)-2-(hydroxymethyl)-phenyl)-3,4,6,7,8,9-hexahydro-pyrazino[1,2-a]indol-1(2H)-one). Run in O (H2O). The reactants are FC1(C2=CC(=CC=C2C=2C=CC(=CC2C1(F)F)Br)CCCCCCCC)F (9,9,10,10-tetrafluoro-2-bromo-7-octyl-9,10-dihydrophenanthrene), C(CCCCC)[Mg]Br (hexylmagnesium bromide), 1,3-bis(diphenylphosphine)propanenickel(l I) chloride. The product is FC1(C2=CC(=CC=C2C=2C=CC(=CC2C1(F)F)CCCCCC)CCCCCCCC)F (9,9,10,10-tetrafluoro-2-hexyl-7-octyl-9,10-dihydrophenanthrene). As a reaction SMILES: [F:1][C:2]1([F:27])[C:15]([F:17])([F:16])[C:14]2[CH:13]=[C:12](Br)[CH:11]=[CH:10][C:9]=2[C:8]2[C:3]1=[CH:4][C:5]([CH2:19][CH2:20][CH2:21][CH2:22][CH2:23][CH2:24][CH2:25][CH3:26])=[CH:6][CH:7]=2.[CH2:28]([Mg]Br)[CH2:29][CH2:30][CH2:31][CH2:32][CH3:33]>>[F:1][C:2]1([F:27])[C:15]([F:17])([F:16])[C:14]2[CH:13]=[C:12]([CH2:28][CH2:29][CH2:30][CH2:31][CH2:32][CH3:33])[CH:11]=[CH:10][C:9]=2[C:8]2[C:3]1=[CH:4][C:5]([CH2:19][CH2:20][CH2:21][CH2:22][CH2:23][CH2:24][CH2:25][CH3:26])=[CH:6][CH:7]=2. Procedure details: In analogy to Example 1, from 9,9,10,10-tetrafluoro-2-bromo-7-octyl-9,10-dihydrophenanthrene and hexylmagnesium bromide. The catalyst used is 1,3-bis(diphenylphosphine)propanenickel(l I) chloride. Chromatography gives 9,9,10,10-tetrafluoro-2-hexyl-7-octyl-9,10-dihydrophenanthrene Starting materials: N([C@@H](CCC(N)=O)C(=O)N[C@@H](CCC(OC1CCCCC1)=O)C(=O)N[C@@H](CC(C)C)C(=O)OCC1=CC=CC=C1)C(=O)OC(C)(C)C (Boc-Gln-Glu(OcHex)-Leu-OBzl), C(C)OCC.CCCCCC (diethyl ether n-hexane). The reagents and catalysts are [C].[Pd] (palladium-carbon). The solvent is C1CCOC1 (THF). Product: N([C@@H](CCC(N)=O)C(=O)N[C@@H](CCC(OC1CCCCC1)=O)C(=O)N[C@@H](CC(C)C)C(=O)O)C(=O)OC(C)(C)C (Boc-Gln-Glu(OcHex)-Leu-OH). The yield is 98.5%. As a reaction SMILES: [NH:1]([C:41]([O:43][C:44]([CH3:47])([CH3:46])[CH3:45])=[O:42])[C@H:2]([C:8]([NH:10][C@H:11]([C:23]([NH:25][C@H:26]([C:31]([O:33]CC1C=CC=CC=1)=[O:32])[CH2:27][CH:28]([CH3:30])[CH3:29])=[O:24])[CH2:12][CH2:13][C:14](=[O:22])[O:15][CH:16]1[CH2:21][CH2:20][CH2:19][CH2:18][CH2:17]1)=[O:9])[CH2:3][CH2:4][C:5](=[O:7])[NH2:6].C(OCC)C.CCCCCC>C1COCC1.[C].[Pd]>[NH:1]([C:41]([O:43][C:44]([CH3:46])([CH3:45])[CH3:47])=[O:42])[C@H:2]([C:8]([NH:10][C@H:11]([C:23]([NH:25][C@H:26]([C:31]([OH:33])=[O:32])[CH2:27][CH:28]([CH3:30])[CH3:29])=[O:24])[CH2:12][CH2:13][C:14](=[O:22])[O:15][CH:16]1[CH2:21][CH2:20][CH2:19][CH2:18][CH2:17]1)=[O:9])[CH2:3][CH2:4][C:5](=[O:7])[NH2:6] |f:1.2,4.5|. Procedure details: 21.0 Grams of Boc-Gln-Glu(OcHex)-Leu-OBzl was dissolved in 200 ml of THF, and the solution was subjected to catalytic reduction in the presence of 2.00 g of 5%-palladium-carbon as the catalyst. After the reduction was finished, the catalyst was removed by filtration, and the filtrate was concentrated under reduced pressure. To the residue thus obtained was added diethyl ether-n-hexane to crystallize to obtaine 17.86 g (yield: 98.5%) of the above-mentioned objective product.